From a dataset of the Open Reaction Database (ORD), a public repository of structured organic reaction records. describe an organic reaction: reactants, conditions, products, and yield The reactants are N1=CC=CC=C1 (pyridine), C(C)(=O)OC(C)=O (acetic anhydride), C1(=CC=CC=C1)\C(=C/CCCCCO)\C=1C=NC=CC1 ((E)-7-Phenyl-7-(3-pyridyl)-6-hepten-1-ol). Solvent: C(Cl)Cl (methylene chloride). Run at time 18 hour. The product is C(C)(=O)OCCCCC\C=C(\C=1C=NC=CC1)/C1=CC=CC=C1 (1-acetoxy-(E)-7-phenyl-7-(3-pyridyl)-6-heptene). Yield: 86.0%. RXN SMILES: [C:1]1(/[C:7](/[C:15]2[CH:16]=[N:17][CH:18]=[CH:19][CH:20]=2)=[CH:8]\[CH2:9][CH2:10][CH2:11][CH2:12][CH2:13][OH:14])[CH:6]=[CH:5][CH:4]=[CH:3][CH:2]=1.N1C=CC=CC=1.[C:27](OC(=O)C)(=[O:29])[CH3:28]>C(Cl)Cl>[C:27]([O:14][CH2:13][CH2:12][CH2:11][CH2:10][CH2:9]/[CH:8]=[C:7](\[C:1]1[CH:2]=[CH:3][CH:4]=[CH:5][CH:6]=1)/[C:15]1[CH:16]=[N:17][CH:18]=[CH:19][CH:20]=1)(=[O:29])[CH3:28]. Procedure: (E)-7-Phenyl-7-(3-pyridyl)-6-hepten-1-ol (0.4 g, 1.5 mmoles) was dissolved in methylene chloride (10 ml) and pyridine (0.4 ml) and acetic anhydride (0.2 ml) were added to the solution. The mixture was allowed to stand at room temperature for 18 hours and then concentrated under reduced pressure. The residue was subjected to silica gel column chromatography using ethyl acetate as the developing solvent to give 1-acetoxy-(E)-7-phenyl-7-(3-pyridyl)-6-heptene (0.4 g, 86%) (Compound I-19) as an oil. Reactants: OC1=CC(=C(C(=C1)C)CC(=O)O)C (2-(4-hydroxy-2,6-dimethylphenyl)acetic acid), [H-].[Na+] (sodium hydride), C(C1=CC=CC=C1)Br (benzyl bromide). The solvent is CN(C=O)C (dimethylformamide). Yields the product C(C1=CC=CC=C1)OC1=CC(=C(C(=C1)C)CC(=O)OCC1=CC=CC=C1)C (benzyl 2-(4-benzyloxy-2,6-dimethylphenyl)acetate). The yield is 161.1%. Reaction SMILES: [OH:1][C:2]1[CH:7]=[C:6]([CH3:8])[C:5]([CH2:9][C:10]([OH:12])=[O:11])=[C:4]([CH3:13])[CH:3]=1.[H-].[Na+].[CH2:16](Br)[C:17]1[CH:22]=[CH:21][CH:20]=[CH:19][CH:18]=1>CN(C)C=O>[CH2:16]([O:1][C:2]1[CH:3]=[C:4]([CH3:13])[C:5]([CH2:9][C:10]([O:12][CH2:13][C:4]2[CH:5]=[CH:6][CH:7]=[CH:2][CH:3]=2)=[O:11])=[C:6]([CH3:8])[CH:7]=1)[C:17]1[CH:22]=[CH:21][CH:20]=[CH:19][CH:18]=1 |f:1.2|. Procedure details: 0.36 g of 2-(4-hydroxy-2,6-dimethylphenyl)acetic acid was treated with 184 mg of a 60% dispersion of sodium hydride in mineral oil and 0.72 g of benzyl bromide in 10 ml of dry dimethylformamide. The solvent was removed by evaporation and the residue was partitioned between water and methylene chloride. The organic layer was evaporated to give 0.63 g of crude product of melting point 54°-57° C. Recrystallization from aqueous methanol gave 0.58 g of pure benzyl 2-(4-benzyloxy-2,6-dimethylphenyl)ac... The reactants are CO, Cl, CC(C)(C)OC(=O)N1CCC(N2CCC(N3C(=O)CC4CCCCC43)CC2)CC1. Product: O=C1CC2CCCCC2N1C1CCN(C2CCNCC2)CC1. RXN SMILES: [CH3:31][OH:32].[ClH:30].[O:1]=[C:2]1[N:3]([CH:11]2[CH2:12][CH2:13][N:14]([CH:17]3[CH2:18][CH2:19][N:20]([C:23]([O:24][C:25]([CH3:26])([CH3:27])[CH3:28])=[O:29])[CH2:21][CH2:22]3)[CH2:15][CH2:16]2)[CH:4]2[CH2:5][CH2:6][CH2:7][CH2:8][CH:9]2[CH2:10]1>>[O:1]=[C:2]1[N:3]([CH:11]2[CH2:12][CH2:13][N:14]([CH:17]3[CH2:18][CH2:19][NH:20][CH2:21][CH2:22]3)[CH2:15][CH2:16]2)[CH:4]2[CH2:5][CH2:6][CH2:7][CH2:8][CH:9]2[CH2:10]1. Starting materials: C(C)OC(C[C@@H](CC1=CC=C(C=C1)C1=C(C=CC(=C1)F)OC)NC(CCC(=O)OC(C)(C)C)=O)=O ((R)-tert-butyl 4-(4-ethoxy-1-(5′-fluoro-2′-methoxybiphenyl-4-yl)-4-oxobutan-2-ylamino)-4-oxobutanoate), O1CCOCC1 (1,4-dioxane). Solvent: Cl (HCl). Reaction conditions: time 1 hour. Product: C(C)OC(C[C@@H](CC1=CC=C(C=C1)C1=C(C=CC(=C1)F)OC)NC(CCC(=O)O)=O)=O ((R)-4-(4-ethoxy-1-(5′-fluoro-2′-methoxybiphenyl-4-yl)-4-oxobutan-2-ylamino)-4-oxobutanoic acid). The yield is 41.0%. As a reaction SMILES: [CH2:1]([O:3][C:4](=[O:35])[CH2:5][C@H:6]([NH:23][C:24](=[O:34])[CH2:25][CH2:26][C:27]([O:29]C(C)(C)C)=[O:28])[CH2:7][C:8]1[CH:13]=[CH:12][C:11]([C:14]2[CH:19]=[C:18]([F:20])[CH:17]=[CH:16][C:15]=2[O:21][CH3:22])=[CH:10][CH:9]=1)[CH3:2].O1CCOCC1>Cl>[CH2:1]([O:3][C:4](=[O:35])[CH2:5][C@H:6]([NH:23][C:24](=[O:34])[CH2:25][CH2:26][C:27]([OH:29])=[O:28])[CH2:7][C:8]1[CH:13]=[CH:12][C:11]([C:14]2[CH:19]=[C:18]([F:20])[CH:17]=[CH:16][C:15]=2[O:21][CH3:22])=[CH:10][CH:9]=1)[CH3:2]. Procedure details: A solution of (R)-tert-butyl 4-(4-ethoxy-1-(5′-fluoro-2′-methoxybiphenyl-4-yl)-4-oxobutan-2-ylamino)-4-oxobutanoate, (65 mg, 0.13 mmol) in 4M HCl in 1,4-dioxane (671 μL, 2.68 mmol) is stirred at room temperature. After stirring for 1 hour, the reaction mixture is concentrated under reduced pressure. The obtained residue is purified by RP-HPLC (SunFire C18, H2O (0.1% TFA)/CH3CN), and then lyophilized to give (R)-4-(4-ethoxy-1-(5′-fluoro-2′-methoxybiphenyl-4-yl)-4-oxobutan-2-ylamino)-4-oxobutanoic... The reactants are [N+](=O)([O-])C1=C2CCCC2=CC=C1 (4-nitroindane), CC(=O)OC(=O)C (Ac2O). Reagents/catalysts: [Pd] (Pd/C). The solvent is CO (MeOH), N1=CC=CC=C1 (pyridine). Reaction conditions: time 8 hour. Yields the product C1CCC2=C(C=CC=C12)NC(C)=O (N-Indan-4-yl-acetamide). As a reaction SMILES: [N+:1]([C:4]1[CH:12]=[CH:11][CH:10]=[C:9]2[C:5]=1[CH2:6][CH2:7][CH2:8]2)([O-])=O.[CH3:13][C:14](OC(C)=O)=[O:15]>CO.N1C=CC=CC=1.[Pd]>[CH2:8]1[C:9]2[C:5](=[C:4]([NH:1][C:14](=[O:15])[CH3:13])[CH:12]=[CH:11][CH:10]=2)[CH2:6][CH2:7]1. Reported procedure: A suspension of commercially available 4-nitroindane (10 g, 61.3 mmol) and 10% Pd/C (1 g) in MeOH (200 mL) was stirred vigorously under an atmosphere of hydrogen overnight at rt. The reaction was filtered through a pad of Celite® and concentrated, and residual solvent was removed by combining the reaction with toluene followed by evaporation. The crude reaction was taken up in pyridine (100 mL), and Ac2O (20 mL) was added and the reaction stirred for 16 h at rt. The reaction was evaporated and t...